From a dataset of the Open Reaction Database (ORD), a public repository of structured organic reaction records. describe an organic reaction: reactants, conditions, products, and yield Reactants: [F-].C(CCC)[N+](CCCC)(CCCC)CCCC (tetrabutylammonium fluoride), [F-].C(CCC)[N+](CCCC)(CCCC)CCCC (TBAF), C(C)(C)(C)[Si](O[C@@H]1C[C@H](CCC1)NCCC1=CC=C(OC2=NC=C(C(=O)N)C=C2)C=C1)(C)C ((±)-(trans)-6-(4-{2-[3-(tert-butyldimethyl-silyloxy)cyclohexylamino]ethyl}phenoxy)nicotinamide), [F-].C(CCC)[N+](CCCC)(CCCC)CCCC (TBAF), [F-].C(CCC)[N+](CCCC)(CCCC)CCCC (TBAF). Solvent: C1CCOC1 (THF), C1CCOC1 (THF). Run at time 4 hour. Yields the product O[C@@H]1C[C@H](CCC1)NCCC1=CC=C(OC2=NC=C(C(=O)N)C=C2)C=C1 ((±)-(trans)-6-{4-[2-(3-Hydroxycyclohexylamino)ethyl]phenoxy}nicotinamide). Yield: 91.1%. As a reaction SMILES: C([Si](C)(C)[O:6][C@H:7]1[CH2:12][CH2:11][CH2:10][C@H:9]([NH:13][CH2:14][CH2:15][C:16]2[CH:31]=[CH:30][C:19]([O:20][C:21]3[CH:29]=[CH:28][C:24]([C:25]([NH2:27])=[O:26])=[CH:23][N:22]=3)=[CH:18][CH:17]=2)[CH2:8]1)(C)(C)C.[F-].C([N+](CCCC)(CCCC)CCCC)CCC>C1COCC1>[OH:6][C@H:7]1[CH2:12][CH2:11][CH2:10][C@H:9]([NH:13][CH2:14][CH2:15][C:16]2[CH:31]=[CH:30][C:19]([O:20][C:21]3[CH:29]=[CH:28][C:24]([C:25]([NH2:27])=[O:26])=[CH:23][N:22]=3)=[CH:18][CH:17]=2)[CH2:8]1 |f:1.2|. Reported procedure: Treat (±)-(trans)-6-(4-{2-[3-(tert-butyldimethyl-silyloxy)cyclohexylamino]ethyl}phenoxy)nicotinamide (Example 451, Part C, 63.3 mg, 0.13 mmol) in THF (1.0 mL) with 1:0 M tetrabutylammonium fluoride (TBAF) in THF (0.5 eq) for 1 hour. Add another 0.5 eq of 1.0 M TBAF and stir for 4 hours. Add 1.0 eq of 1.0 M TBAF and stir for 9 days. Add another 1.0 eq of 1.0 M TBAF and stir for 4 days. Concentrate, dissolve the mixture in CH2Cl2 (20 mL), and wash with H2O (2×20 mL), saturated aqueous NaHCO3 and b... Reactants: BrB(Br)Br, COc1cccc(OC2CCN(C(C)(C)CCC(C(N)=O)(c3ccccc3)c3ccccc3)C2)c1, ClCCl. Yields the product CC(C)(CCC(C(N)=O)(c1ccccc1)c1ccccc1)N1CCC(Oc2cccc(O)c2)C1. Reaction SMILES: [B:1]([Br:2])([Br:3])[Br:4].[CH3:5][O:6][c:7]1[cH:8][c:9]([O:10][CH:11]2[CH2:12][N:13]([C:16]([CH2:17][CH2:18][C:19]([C:20](=[O:21])[NH2:22])([c:23]3[cH:24][cH:25][cH:26][cH:27][cH:28]3)[c:29]3[cH:30][cH:31][cH:32][cH:33][cH:34]3)([CH3:35])[CH3:36])[CH2:14][CH2:15]2)[cH:37][cH:38][cH:39]1.[Cl:40][CH2:41][Cl:42]>>[OH:6][c:7]1[cH:8][c:9]([O:10][CH:11]2[CH2:12][N:13]([C:16]([CH2:17][CH2:18][C:19]([C:20](=[O:21])[NH2:22])([c:23]3[cH:24][cH:25][cH:26][cH:27][cH:28]3)[c:29]3[cH:30][cH:31][cH:32][cH:33][cH:34]3)([CH3:35])[CH3:36])[CH2:14][CH2:15]2)[cH:37][cH:38][cH:39]1. Reactants: C(=O)(O)C12CCC(CC1)(CC2)NCC(=O)N2[C@@H](C[C@@H](C2)F)C#N ((2S,4S)-1-[[N-(4-carboxybicyclo[2.2.2]oct-1-yl)amino]acetyl]-4-fluoropyrrolidine-2-carbonitrile), CC1=CC=C(CN)C=C1 (4-methylbenzylamine). Yields the product F[C@H]1C[C@H](N(C1)C(CNC12CCC(CC1)(CC2)C(=O)NCC2=CC=C(C=C2)C)=O)C#N ((2S,4S)-4-fluoro-1-[[N-[4-[N-(4-methylphenylmethyl)amino]carbonylbicyclo[2.2.2]oct-1-yl]amino]acetyl]pyrrolidine-2-carbonitrile). The yield is 27.4%. RXN SMILES: [C:1]([C:4]12[CH2:11][CH2:10][C:7]([NH:12][CH2:13][C:14]([N:16]3[CH2:20][C@@H:19]([F:21])[CH2:18][C@H:17]3[C:22]#[N:23])=[O:15])([CH2:8][CH2:9]1)[CH2:6][CH2:5]2)(O)=[O:2].[CH3:24][C:25]1[CH:32]=[CH:31][C:28]([CH2:29][NH2:30])=[CH:27][CH:26]=1>>[F:21][C@@H:19]1[CH2:20][N:16]([C:14](=[O:15])[CH2:13][NH:12][C:7]23[CH2:10][CH2:11][C:4]([C:1]([NH:30][CH2:29][C:28]4[CH:31]=[CH:32][C:25]([CH3:24])=[CH:26][CH:27]=4)=[O:2])([CH2:9][CH2:8]2)[CH2:5][CH2:6]3)[C@H:17]([C:22]#[N:23])[CH2:18]1. Reported procedure: In a similar manner to Example 63, (2S,4S)-1-[[N-(4-carboxybicyclo[2.2.2]oct-1-yl)amino]acetyl]-4-fluoropyrrolidine-2-carbonitrile (50.0 mg) and 4-methylbenzylamine (41.0 mg) were used to obtain (2S,4S)-4-fluoro-1-[[N-[4-[N-(4-methylphenylmethyl)amino]carbonylbicyclo[2.2.2]oct-1-yl]amino]acetyl]pyrrolidine-2-carbonitrile (18.1 mg). The reactants are C(C)(=O)OCC (ethyl acetate), Cl (hydrochloric acid), [BH4-].[Na+] (sodium borohydride), BrCC(CC(=O)OCC1=CC=CC=C1)=O (benzyl γ-bromoacetoacetate), ice. Solvent: O1CCCC1 (tetrahydrofuran), CO (methanol). Yields the product OC(CC(=O)OCC1=CC=CC=C1)CBr (benzyl 3-hydroxy-4-bromobutanoate). Yield: 86.2%. RXN SMILES: [Br:1][CH2:2][C:3](=[O:15])[CH2:4][C:5]([O:7][CH2:8][C:9]1[CH:14]=[CH:13][CH:12]=[CH:11][CH:10]=1)=[O:6].[BH4-].[Na+].C(OCC)(=O)C.Cl>O1CCCC1.CO>[OH:15][CH:3]([CH2:2][Br:1])[CH2:4][C:5]([O:7][CH2:8][C:9]1[CH:14]=[CH:13][CH:12]=[CH:11][CH:10]=1)=[O:6] |f:1.2|. Procedure: The product of step 1 (500 mg, 1.84 mmoles) was dissolved in a mixture of tetrahydrofuran (9 mL) and methanol (1 mL), the solution was cooled in an ice-bath, and sodium borohydride (72 mg, 1.90 mmoles) was added in one portion. Stirring was continued in the ice-bath for 15 min, and ethyl acetate (50 mL) and M hydrochloric acid (1.5 mL) were added. The aqueous layer was separated, extracted with ethyl acetate (20 mL), and the combined organic layers were washed with saturated sodium bicarbonate (... The reactants are CCOC(C)=O, O=C(CCl)c1cccs1, O=C(OC(c1ccccc1)c1ccc(F)c(F)c1)C1CN2CCC1CC2. Yields the product [Cl-], O=C(C[N+]12CCC(CC1)C(C(=O)OC(c1ccccc1)c1ccc(F)c(F)c1)C2)c1cccs1. RXN SMILES: [CH3:36][CH2:37][O:38][C:39](=[O:40])[CH3:41].[Cl:27][CH2:28][C:29](=[O:30])[c:31]1[s:32][cH:33][cH:34][cH:35]1.[N:1]12[CH2:2][CH:3]([C:9](=[O:10])[O:11][CH:12]([c:13]3[cH:14][cH:15][cH:16][cH:17][cH:18]3)[c:19]3[cH:20][c:21]([F:26])[c:22]([F:25])[cH:23][cH:24]3)[CH:4]([CH2:5][CH2:6]1)[CH2:7][CH2:8]2>>[Cl-:27].[N+:1]12([CH2:28][C:29](=[O:30])[c:31]3[s:32][cH:33][cH:34][cH:35]3)[CH2:2][CH:3]([C:9](=[O:10])[O:11][CH:12]([c:13]3[cH:14][cH:15][cH:16][cH:17][cH:18]3)[c:19]3[cH:20][c:21]([F:26])[c:22]([F:25])[cH:23][cH:24]3)[CH:4]([CH2:5][CH2:6]1)[CH2:7][CH2:8]2. Reactants: C1=NC(=CC2=CC=CC=C12)NC(OC[C@H](CCC(N1CCNCC1)=O)N(C(=O)NCC1=C(C(=CC=C1)F)Cl)C)=O ((S)-2-(3-(2-chloro-3-fluorobenzyl)-1-methylureido)-5-oxo-5-(piperazin-1-yl)pentyl isoquinolin-3-ylcarbamate), CC(=O)C (acetone), [BH-](OC(=O)C)(OC(=O)C)OC(=O)C.[Na+] (NaBH(OAc)3). The reagents and catalysts are C(C)(=O)O (acetic acid). Run in C(Cl)Cl (DCM). Conditions: time 30 minute. The product is C1=NC(=CC2=CC=CC=C12)NC(OC[C@H](CCC(=O)N1CCN(CC1)C(C)C)N(C(=O)NCC1=C(C(=CC=C1)F)Cl)C)=O ((S)-2-(3-(2-chloro-3-fluorobenzyl)-1-methylureido)-5-(4-isopropylpiperazin-1-yl)-5-oxopentyl isoquinolin-3-ylcarbamate). The yield is 82.0%. RXN SMILES: [CH:1]1[C:10]2[C:5](=[CH:6][CH:7]=[CH:8][CH:9]=2)[CH:4]=[C:3]([NH:11][C:12](=[O:40])[O:13][CH2:14][C@@H:15]([N:26]([CH3:39])[C:27]([NH:29][CH2:30][C:31]2[CH:36]=[CH:35][CH:34]=[C:33]([F:37])[C:32]=2[Cl:38])=[O:28])[CH2:16][CH2:17][C:18](=[O:25])[N:19]2[CH2:24][CH2:23][NH:22][CH2:21][CH2:20]2)[N:2]=1.[BH-](OC(C)=O)(OC(C)=O)OC(C)=O.[Na+].[CH3:55][C:56]([CH3:58])=O>C(Cl)Cl.C(O)(=O)C>[CH:1]1[C:10]2[C:5](=[CH:6][CH:7]=[CH:8][CH:9]=2)[CH:4]=[C:3]([NH:11][C:12](=[O:40])[O:13][CH2:14][C@@H:15]([N:26]([CH3:39])[C:27]([NH:29][CH2:30][C:31]2[CH:36]=[CH:35][CH:34]=[C:33]([F:37])[C:32]=2[Cl:38])=[O:28])[CH2:16][CH2:17][C:18]([N:19]2[CH2:20][CH2:21][N:22]([CH:56]([CH3:58])[CH3:55])[CH2:23][CH2:24]2)=[O:25])[N:2]=1 |f:1.2|. Procedure: To a solution of (S)-2-(3-(2-chloro-3-fluorobenzyl)-1-methylureido)-5-oxo-5-(piperazin-1-yl)pentyl isoquinolin-3-ylcarbamate (610 mg, 1.07 mmol) in acetone (1 mL) and DCM (1 mL) was added acetic acid (4 drops, ˜0.2 mL). The reaction mixture was stirred at RT for 30 min. To this mixture was added solid NaBH(OAc)3 and the resulting mixture was stirred at RT for 1 h and concentrated. The residue was purified on RP-HPLC using a mixture of acetonitrle and water (0.1% HCOOH buffer). The fractions was ...